This data is from the Open Reaction Database (ORD), a public repository of structured organic reaction records. The task is: describe an organic reaction: reactants, conditions, products, and yield Starting materials: C(C1=CC=CC=C1)(=O)N1CC(CCC1)C(=O)O (1-benzoyl-3-piperidine carboxylic acid), S(=O)(Cl)Cl (Thionyl chloride). Solvent: ClCCl (dichloromethane). The product is C(C1=CC=CC=C1)(=O)N1CC(CCC1)C(=O)Cl (1-benzoyl-3-piperidinecarbonyl chloride). Yield: 100.0%. RXN SMILES: [C:1]([N:9]1[CH2:14][CH2:13][CH2:12][CH:11]([C:15]([OH:17])=O)[CH2:10]1)(=[O:8])[C:2]1[CH:7]=[CH:6][CH:5]=[CH:4][CH:3]=1.S(Cl)([Cl:20])=O>ClCCl>[C:1]([N:9]1[CH2:14][CH2:13][CH2:12][CH:11]([C:15]([Cl:20])=[O:17])[CH2:10]1)(=[O:8])[C:2]1[CH:7]=[CH:6][CH:5]=[CH:4][CH:3]=1. Procedure: 1-benzoyl-3-piperidine carboxylic acid (1.01 g; 4.33 mmol) was suspended in dry dichloromethane (30 ml) under a nitrogen atmosphere. Thionyl chloride (3 ml; 41.3 mmol) was added and this mixture was heated to reflux for approximately 1 hour. It was then cooled to ambient temperature and evaporated under reduced pressure, giving 1-benzoyl-3-piperidinecarbonyl chloride (1.09 g) as a yellow oil. MS m/z (positive ion; run in CH3CN) 503 (dimer+; 30), 254 ([M+2]H+; 35), 252 (MH+; 100), 248 (50), 234 (... Reactants: S(O)(O)(=O)=O (sulfuric acid), CC1=CC=2C(C3=CC=CC=C3C(C2C=C1)=O)=O (2-methylanthraquinone), ice water. The reagents and catalysts are [O-2].[O-2].[O-2].[Cr+6] (Chromium trioxide). Run in C(C)(=O)O (acetic acid), C(C)(=O)OC(C)=O (acetic anhydride), C(C)(=O)O (acetic acid). Reaction conditions: temperature 5 celsius, time 4 hour. The product is C(C)(=O)O.C(C)(=O)O.C1=C(C=CC=2C(C3=CC=CC=C3C(C12)=O)=O)C=O (anthraquinone-2-aldehyde diacetate). RXN SMILES: [CH3:1][C:2]1[CH:15]=[CH:14][C:13]2[C:12](=[O:16])[C:11]3[C:6](=[CH:7][CH:8]=[CH:9][CH:10]=3)[C:5](=[O:17])[C:4]=2[CH:3]=1.S(=O)(=O)(O)[OH:19]>C(O)(=O)C.C(OC(=O)C)(=O)C.[O-2].[O-2].[O-2].[Cr+6]>[C:12]([OH:16])(=[O:19])[CH3:13].[C:12]([OH:16])(=[O:19])[CH3:13].[CH:3]1[C:4]2[C:5](=[O:17])[C:6]3[C:11](=[CH:10][CH:9]=[CH:8][CH:7]=3)[C:12](=[O:16])[C:13]=2[CH:14]=[CH:15][C:2]=1[CH:1]=[O:19] |f:4.5.6.7,8.9.10|. Reported procedure: To a solution of 2-methylanthraquinone (16.0 g, 72.0 mmol) in a mixture of acetic acid (400 ml) and acetic anhydride (400 ml) was added concentrated sulfuric acid (16 ml) at 5° C. Chromium trioxide (18.0 g, 0.18 mmol) was added over a period of 1 hour at 5° C. The reaction mixture was then stirred at 5° C. for 4 hours, poured into ice water, and extracted with chloroform. The organic extract was dried over MgSO4 and concentrated under vacuum to give anthraquinone-2-aldehyde diacetate (16.0 g, 65... The reactants are [Al+3], [Cl-], [Cl-], [Cl-], CCCCNc1ccc(OC)c(Cl)c1Cl, ClC(Cl)C(Cl)Cl. Yields the product CCCCNc1ccc(O)c(Cl)c1Cl. As a reaction SMILES: [Al+3:17].[Cl-:16].[Cl-:18].[Cl-:19].[Cl:1][c:2]1[c:3]([NH:4][CH2:5][CH2:6][CH2:7][CH3:8])[cH:9][cH:10][c:11]([O:14][CH3:15])[c:12]1[Cl:13].[Cl:20][CH:21]([CH:22]([Cl:23])[Cl:24])[Cl:25]>>[Cl:1][c:2]1[c:3]([NH:4][CH2:5][CH2:6][CH2:7][CH3:8])[cH:9][cH:10][c:11]([OH:14])[c:12]1[Cl:13]. The reactants are ClCCl, C1CCOC1, CSCS(C)=O, COC(CCC#N)OC, [H-], [Na+], O. The product is COC(CCC(N)=C(SC)S(C)=O)OC. RXN SMILES: [CH2:18]([Cl:19])[Cl:20].[CH2:21]1[O:22][CH2:23][CH2:24][CH2:25]1.[CH3:1][S:2][CH2:3][S:4](=[O:5])[CH3:6].[CH3:9][O:10][CH:11]([CH2:12][CH2:13][C:14]#[N:15])[O:16][CH3:17].[H-:7].[Na+:8].[OH2:26]>>[CH3:1][S:2][C:3]([S:4](=[O:5])[CH3:6])=[C:14]([CH2:13][CH2:12][CH:11]([O:10][CH3:9])[O:16][CH3:17])[NH2:15].